Dataset: the Open Reaction Database (ORD), a public repository of structured organic reaction records. Task: describe an organic reaction: reactants, conditions, products, and yield Starting materials: CCOCC, CCN(C(C)C)C(C)C, O=C(Cl)C(Cl)(Cl)Cl, ClCCl, Cc1cc(C(=O)N2Cc3cccn3Cc3ccccc32)ccc1I. The product is Cc1cc(C(=O)N2Cc3ccc(C(=O)C(Cl)(Cl)Cl)n3Cc3ccccc32)ccc1I. Reaction SMILES: [CH3:41][CH2:42][O:43][CH2:44][CH3:45].[CH:25]([N:26]([CH2:27][CH3:28])[CH:29]([CH3:30])[CH3:31])([CH3:32])[CH3:33].[Cl:34][C:35]([C:36](=[O:37])[Cl:38])([Cl:39])[Cl:40].[Cl:46][CH2:47][Cl:48].[I:1][c:2]1[c:3]([CH3:24])[cH:4][c:5]([C:6](=[O:7])[N:8]2[CH2:9][c:10]3[n:11]([cH:19][cH:20][cH:21]3)[CH2:12][c:13]3[c:14]2[cH:15][cH:16][cH:17][cH:18]3)[cH:22][cH:23]1>>[I:1][c:2]1[c:3]([CH3:24])[cH:4][c:5]([C:6](=[O:7])[N:8]2[CH2:9][c:10]3[n:11]([c:19]([C:36]([C:35]([Cl:34])([Cl:39])[Cl:40])=[O:37])[cH:20][cH:21]3)[CH2:12][c:13]3[c:14]2[cH:15][cH:16][cH:17][cH:18]3)[cH:22][cH:23]1.